Dataset: the Open Reaction Database (ORD), a public repository of structured organic reaction records. Task: describe an organic reaction: reactants, conditions, products, and yield Reactants: C(C)(C)(C)OC(=O)N1[C@H]([C@]2(C=C(CO2)[Sn](C)(C)C)CCC1)C1=CC=CC=C1 ((5R,6S)-7-(tert-butoxycarbonyl)-6-phenyl-3-(trimethylstannyl)-7-aza-1-oxa-spiro[4.5]dec-3-ene), [Cl-].[Li+] (lithium chloride), BrC=1C=C(C=CC1N1N=NN=C1C(F)(F)F)OC (3-bromo-4-(5-(trifluoromethyl)-tetrazol-1-yl)anisole). Run in C1(=CC=CC=C1)C (toluene). Run at temperature 110 celsius. Yields the product C(C)(C)(C)OC(=O)N1[C@H]([C@]2(C=C(CO2)C2=C(C=CC(=C2)OC)N2N=NN=C2C(F)(F)F)CCC1)C1=CC=CC=C1 ((5R,6S)-7-(tert-butoxycarbonyl)-3-(5-methoxy-2-(5-(trifluoromethyl)-tetrazol-1-yl)phenyl)-6-phenyl-7-aza-1-oxa-spiro[4.5]dec-3-ene). Yield: 89.7%. Reaction SMILES: [C:1]([O:5][C:6]([N:8]1[CH2:21][CH2:20][CH2:19][C@:10]2([O:14][CH2:13][C:12]([Sn](C)(C)C)=[CH:11]2)[C@@H:9]1[C:22]1[CH:27]=[CH:26][CH:25]=[CH:24][CH:23]=1)=[O:7])([CH3:4])([CH3:3])[CH3:2].[Cl-].[Li+].Br[C:31]1[CH:32]=[C:33]([O:46][CH3:47])[CH:34]=[CH:35][C:36]=1[N:37]1[C:41]([C:42]([F:45])([F:44])[F:43])=[N:40][N:39]=[N:38]1>C1(C)C=CC=CC=1>[C:1]([O:5][C:6]([N:8]1[CH2:21][CH2:20][CH2:19][C@:10]2([O:14][CH2:13][C:12]([C:31]3[CH:32]=[C:33]([O:46][CH3:47])[CH:34]=[CH:35][C:36]=3[N:37]3[C:41]([C:42]([F:43])([F:44])[F:45])=[N:40][N:39]=[N:38]3)=[CH:11]2)[C@@H:9]1[C:22]1[CH:27]=[CH:26][CH:25]=[CH:24][CH:23]=1)=[O:7])([CH3:4])([CH3:3])[CH3:2] |f:1.2|. Reported procedure: A mixture of (5R,6S)-7-(tert-butoxycarbonyl)-6-phenyl-3-(trimethylstannyl)-7-aza-1-oxa-spiro[4.5]dec-3-ene (0.5 g, 1 mmol; Desc.6), lithium chloride (0.266 g, 6 mmol) and 3-bromo-4-(5-(trifluoromethyl)-tetrazol-1-yl)anisole (0.404 g, 1.2 mmol; Desc. 7c) in toluene (15 ml) was degassed and purged with nitrogen before addition of tetrakis(triphenylphosphine)palladium(0) (0.06 g). The mixture was degassed thoroughly, and the solution was heated to 110° C. for 19 hours. The solvent was evaporated in...